The task is: describe an organic reaction: reactants, conditions, products, and yield. This data is from the Open Reaction Database (ORD), a public repository of structured organic reaction records. Starting materials: BrC1=CC=C(C(=O)NC2=CC=C3C=CC=NC3=C2)C=C1 (4-bromo-N-quinolin-7-ylbenzamide), COC1=C(C=CC=C1)B(O)O (2-methoxy-phenylboronic acid). Product: COC1=C(C=CC=C1)C1=CC=C(C=C1)C(=O)NC1=CC=C2C=CC=NC2=C1 (2′-Methoxy-N-quinolin-7-yl-1,1′-biphenyl-4-carboxamide). Reaction SMILES: Br[C:2]1[CH:20]=[CH:19][C:5]([C:6]([NH:8][C:9]2[CH:18]=[C:17]3[C:12]([CH:13]=[CH:14][CH:15]=[N:16]3)=[CH:11][CH:10]=2)=[O:7])=[CH:4][CH:3]=1.[CH3:21][O:22][C:23]1[CH:28]=[CH:27][CH:26]=[CH:25][C:24]=1B(O)O>>[CH3:21][O:22][C:23]1[CH:28]=[CH:27][CH:26]=[CH:25][C:24]=1[C:2]1[CH:20]=[CH:19][C:5]([C:6]([NH:8][C:9]2[CH:18]=[C:17]3[C:12]([CH:13]=[CH:14][CH:15]=[N:16]3)=[CH:11][CH:10]=2)=[O:7])=[CH:4][CH:3]=1. Procedure details: Using the procedure outlined in Example 58, the title compound was prepared from 4-bromo-N-quinolin-7-ylbenzamide (Example 82) (50 mg, 0.153 mmol) and 2-methoxy-phenylboronic acid (25 mg, 0.168 mmol) as a colourless gum. 1H NMR (400 MHz, CDCl3) δ (ppm): 8.91 (dd, 1H), 8.17 (d, 1H), 8.14 (m, 3H), 7.98, (d, 2H), 7.86 (d, 1H), 7.70 (d, 2H), 7.36 (m, 3H), 7.30 (d, 1H), 7.07 (t, 1H), 3.85 (s, 3H).